Dataset: the Open Reaction Database (ORD), a public repository of structured organic reaction records. Task: describe an organic reaction: reactants, conditions, products, and yield The reactants are C(CCCCCCCCCCCCCCC)(=O)OC(CSCCC(=O)NC=1C=C2C(C(=O)N(C2=O)C(CCC(=O)OC(C)(C)C)C(=O)OC(C)(C)C)=CC1)COC(CCCCCCCCCCCCCCC)=O (4-(6,7-bis(palmitoyloxy)-4-thiaheptanoyl)amino-N-(1,3-bis(t-butyloxycarbonyl)propyl)phthalimide), Example 64. Solvent: FC(C(=O)O)(F)F (trifiuoroacetic acid). Run at time 4 hour. The product is C(CCCCCCCCCCCCCCC)(=O)OC(CSCCC(=O)NC=1C=C2C(C(=O)N(C2=O)C(CCC(=O)O)C(=O)O)=CC1)COC(CCCCCCCCCCCCCCC)=O (4-(6,7-bis(palmitoyloxy)-4- thiaheptanoyl)amino-N-(1,3-bis(hydroxycarbonyl)propyl)phthalimide). Isolated yield 100.0%. Reaction SMILES: [C:1]([O:18][CH:19]([CH2:55][O:56][C:57](=[O:73])[CH2:58][CH2:59][CH2:60][CH2:61][CH2:62][CH2:63][CH2:64][CH2:65][CH2:66][CH2:67][CH2:68][CH2:69][CH2:70][CH2:71][CH3:72])[CH2:20][S:21][CH2:22][CH2:23][C:24]([NH:26][C:27]1[CH:28]=[C:29]2[C:34](=[O:35])[N:33]([CH:36]([C:46]([O:48]C(C)(C)C)=[O:47])[CH2:37][CH2:38][C:39]([O:41]C(C)(C)C)=[O:40])[C:31](=[O:32])[C:30]2=[CH:53][CH:54]=1)=[O:25])(=[O:17])[CH2:2][CH2:3][CH2:4][CH2:5][CH2:6][CH2:7][CH2:8][CH2:9][CH2:10][CH2:11][CH2:12][CH2:13][CH2:14][CH2:15][CH3:16]>FC(F)(F)C(O)=O>[C:1]([O:18][CH:19]([CH2:55][O:56][C:57](=[O:73])[CH2:58][CH2:59][CH2:60][CH2:61][CH2:62][CH2:63][CH2:64][CH2:65][CH2:66][CH2:67][CH2:68][CH2:69][CH2:70][CH2:71][CH3:72])[CH2:20][S:21][CH2:22][CH2:23][C:24]([NH:26][C:27]1[CH:28]=[C:29]2[C:34](=[O:35])[N:33]([CH:36]([C:46]([OH:48])=[O:47])[CH2:37][CH2:38][C:39]([OH:41])=[O:40])[C:31](=[O:32])[C:30]2=[CH:53][CH:54]=1)=[O:25])(=[O:17])[CH2:2][CH2:3][CH2:4][CH2:5][CH2:6][CH2:7][CH2:8][CH2:9][CH2:10][CH2:11][CH2:12][CH2:13][CH2:14][CH2:15][CH3:16]. Reported procedure: A solution of 4-(6,7-bis(palmitoyloxy)-4-thiaheptanoyl)amino-N-(1,3-bis(t-butyloxycarbonyl)propyl)phthalimide as obtained in Example 64 (191 mg) in trifiuoroacetic acid (5 ml) was stirred at room temperature for 4 hours, followed by concentration, to yield the title compound (170 mg, yield 100%) as a colorless crystal. The reactants are N1C=C(C2=CC=CC=C12)C[C@@H](CNC1=CC(=NO1)C=1C=C2C=CN=CC2=CC1)NS(=O)(=O)C1=CC=C(C=C1)[N+](=O)[O-] (N-((S)-3-(1H-indol-3-yl)-1-(3-(isoquinolin-6-yl)isoxazol-5-ylamino)propan-2-yl)-4-nitrobenzenesulfonamide), N=1CCCN2C1CCCCC2 (2,3,4,6,7,8,9,10-octahydropyrimido[1,2-a]azepine), SCCO (2-mercaptoethanol). The solvent is CN(C)C=O (DMF). Run at time 2 hour. Yields the product N[C@H](CNC1=CC(=NO1)C=1C=C2C=CN=CC2=CC1)CC1=CNC2=CC=CC=C12 (N-((S)-2-amino-3-(1H-indol-3-yl)propyl)-3-(isoquinolin-6-yl)isoxazol-5-amine). Yield: 75.1%. As a reaction SMILES: [NH:1]1[C:9]2[C:4](=[CH:5][CH:6]=[CH:7][CH:8]=2)[C:3]([CH2:10][C@H:11]([NH:29]S(C2C=CC([N+]([O-])=O)=CC=2)(=O)=O)[CH2:12][NH:13][C:14]2[O:18][N:17]=[C:16]([C:19]3[CH:20]=[C:21]4[C:26](=[CH:27][CH:28]=3)[CH:25]=[N:24][CH:23]=[CH:22]4)[CH:15]=2)=[CH:2]1.N1CCCN2CCCCCC=12.SCCO>CN(C=O)C>[NH2:29][C@@H:11]([CH2:10][C:3]1[C:4]2[C:9](=[CH:8][CH:7]=[CH:6][CH:5]=2)[NH:1][CH:2]=1)[CH2:12][NH:13][C:14]1[O:18][N:17]=[C:16]([C:19]2[CH:20]=[C:21]3[C:26](=[CH:27][CH:28]=2)[CH:25]=[N:24][CH:23]=[CH:22]3)[CH:15]=1. Reported procedure: To 25 mL of round-bottom flask was added N-((S)-3-(1H-indol-3-yl)-1-(3-(isoquinolin-6-yl)isoxazol-5-ylamino)propan-2-yl)-4-nitrobenzenesulfonamide (75 mg, 132 μmol), 2,3,4,6,7,8,9,10-octahydropyrimido[1,2-a]azepine (20 mg, 132 μmol) (commercially available from Aldrich), 2-mercaptoethanol (10 mg, 132 μmol) and 2 mL of DMF. After 2 hours, the reaction mixture was directly purified by preparative LC to give N-((S)-2-amino-3-(1H-indol-3-yl)propyl)-3-(isoquinolin-6-yl)isoxazol-5-amine (38 mg, 75% yi... The reactants are ClC(Cl)Cl, CCOC(=O)CCC1N=C(c2ccccc2Cl)c2cc(CC)sc2-n2c(C)nnc21, O=C(Cl)c1ccc(Cl)c(Cl)c1, Cl, [Na+], O=C([O-])O. Product: CCOC(=O)CCC(NC(=O)c1ccc(Cl)c(Cl)c1)c1nnc(C)n1-c1sc(CC)cc1C(=O)c1ccccc1Cl. Reaction SMILES: [CH:48]([Cl:49])([Cl:50])[Cl:51].[Cl:1][c:2]1[c:3]([C:8]2=[N:9][CH:10]([CH2:24][CH2:25][C:26](=[O:27])[O:28][CH2:29][CH3:30])[c:11]3[n:12]([c:20]([CH3:23])[n:21][n:22]3)-[c:13]3[c:14]2[cH:15][c:16]([CH2:18][CH3:19])[s:17]3)[cH:4][cH:5][cH:6][cH:7]1.[Cl:37][c:38]1[cH:39][c:40]([C:41](=[O:42])[Cl:43])[cH:44][cH:45][c:46]1[Cl:47].[ClH:31].[Na+:32].[OH:33][C:34](=[O:35])[O-:36]>>[Cl:1][c:2]1[c:3]([C:8]([c:14]2[c:13](-[n:12]3[c:11]([CH:10]([NH:9][C:41]([c:40]4[cH:39][c:38]([Cl:37])[c:46]([Cl:47])[cH:45][cH:44]4)=[O:42])[CH2:24][CH2:25][C:26](=[O:27])[O:28][CH2:29][CH3:30])[n:22][n:21][c:20]3[CH3:23])[s:17][c:16]([CH2:18][CH3:19])[cH:15]2)=[O:33])[cH:4][cH:5][cH:6][cH:7]1. The reactants are C1CCOC1, CN, Clc1nc(Cl)c2ccccc2n1, [Na+], O=C([O-])O. Yields the product CNc1nc(Cl)nc2ccccc12. RXN SMILES: [CH2:20]1[O:21][CH2:22][CH2:23][CH2:24]1.[CH3:13][NH2:14].[Cl:1][c:2]1[n:3][c:4]2[cH:5][cH:6][cH:7][cH:8][c:9]2[c:10]([Cl:12])[n:11]1.[Na+:19].[O-:15][C:16]([OH:17])=[O:18]>>[Cl:1][c:2]1[n:3][c:4]2[cH:5][cH:6][cH:7][cH:8][c:9]2[c:10]([NH:14][CH3:13])[n:11]1. Run at temperature 80 celsius. The reagents and catalysts are C=1C=CC(=CC1)[P](C=2C=CC=CC2)(C=3C=CC=CC3)[Pd]([P](C=4C=CC=CC4)(C=5C=CC=CC5)C=6C=CC=CC6)([P](C=7C=CC=CC7)(C=8C=CC=CC8)C=9C=CC=CC9)[P](C=1C=CC=CC1)(C=1C=CC=CC1)C=1C=CC=CC1 (tetrakis(triphenylphosphine)palladium(0)). The product is C(#N)C=1C=C2CCC=C(C2=CC1)C1=CN=CN1CC(=O)OCC (Ethyl [5-(6-cyano-3,4-dihydronaphthalen-1-yl)imidazol-1-yl]acetate), SiO2. As a reaction SMILES: CC1(C)C(C)(C)OB([C:9]2[C:10]3[CH:11]=[CH:12][C:13]([C:19]#[N:20])=[CH:14][C:15]=3[CH2:16][CH2:17][CH:18]=2)O1.I[C:23]1[N:27]([CH2:28][C:29]([O-:31])=[O:30])[CH:26]=[N:25][CH:24]=1.C(=O)([O-])[O-].[Na+].[Na+].O.O1CCO[CH2:41][CH2:40]1>C1C=CC([P]([Pd]([P](C2C=CC=CC=2)(C2C=CC=CC=2)C2C=CC=CC=2)([P](C2C=CC=CC=2)(C2C=CC=CC=2)C2C=CC=CC=2)[P](C2C=CC=CC=2)(C2C=CC=CC=2)C2C=CC=CC=2)(C2C=CC=CC=2)C2C=CC=CC=2)=CC=1>[C:19]([C:13]1[CH:14]=[C:15]2[C:10](=[CH:11][CH:12]=1)[C:9]([C:23]1[N:27]([CH2:28][C:29]([O:31][CH2:40][CH3:41])=[O:30])[CH:26]=[N:25][CH:24]=1)=[CH:18][CH2:17][CH2:16]2)#[N:20] |f:2.3.4,^1:48,50,69,88|. Starting materials: CC1(OB(OC1(C)C)C=1C=2C=CC(=CC2CCC1)C#N)C (5-(4,4,5,5-tetramethyl-[1,3,2]dioxaborolan-2-yl)-7,8-dihydronaphthalene-2-carbonitrile), IC1=CN=CN1CC(=O)[O-] ((5-iodoimidazol-1-yl)acetate), C([O-])([O-])=O.[Na+].[Na+] (sodium carbonate), O1CCOCC1 (dioxane), O (water). Reported procedure: A mixture of 16.0 mmol of 5-(4,4,5,5-tetramethyl-[1,3,2]dioxaborolan-2-yl)-7,8-dihydronaphthalene-2-carbonitrile, 18.0 mmol of (5-iodoimidazol-1-yl)acetate (Example 1f2), 0.74 mmol of tetrakis(triphenylphosphine)palladium(0) and 16 ml of 2M aqueous sodium carbonate solution in 100 ml of dioxane is heated at 80° C. for 5 hours. The reaction mixture is cooled, poured into water and extracted with tert-butyl methyl ether. The combined organic phases are washed with brine, dried with sodium sulphate... The reactants are C1(CC1)CO (cyclopropanemethanol), [H-].[Na+] (sodium hydride), ClC1=NC=C(C(=N1)C1=CC=C(C=C1)Cl)F (2-chloro-4-(4-chloro-phenyl)-5-fluoro-pyrimidine). Run in CN(C=O)C (dimethylformamide). Conditions: time 15 minute. Product: ClC1=NC=C(C(=N1)C1=CC=C(C=C1)Cl)OCC1CC1 (2-chloro-4-(4-chloro-phenyl)-5-cyclopropylmethoxy-pyrimidine). As a reaction SMILES: [CH:1]1([CH2:4][OH:5])[CH2:3][CH2:2]1.[H-].[Na+].[Cl:8][C:9]1[N:14]=[C:13]([C:15]2[CH:20]=[CH:19][C:18]([Cl:21])=[CH:17][CH:16]=2)[C:12](F)=[CH:11][N:10]=1>CN(C)C=O>[Cl:8][C:9]1[N:14]=[C:13]([C:15]2[CH:20]=[CH:19][C:18]([Cl:21])=[CH:17][CH:16]=2)[C:12]([O:5][CH2:4][CH:1]2[CH2:3][CH2:2]2)=[CH:11][N:10]=1 |f:1.2|. Procedure details: To a solution of 0.948 mL cyclopropanemethanol in 13 mL dimethylformamide was added 0.468 g sodium hydride 55% in mineral oil and the reaction mixture was stirred at room temperature for 15 min. The resulting solution was added drop wise to a solution of 2.586 g 2-chloro-4-(4-chloro-phenyl)-5-fluoro-pyrimidine at 0° C. and the mixture was stirred at 0° C. for 30 min. The reaction mixture was partitioned between water and ethyl acetate. The phases were separated and the organic phase was purified... The reactants are C1(=CC=CC=C1)C(C1=CC=CC=C1)OC(=O)C12C(=CC3C2(CC2C(CCC2C1(C3)C=O)C)COC31OC2C(O3)OC(C2OCCCC)C1O[Si](C)(C)C(C)(C)C)C(C)C (8a-[[[6-(butoxy)tetrahydro-7-t-butyldimethylsilyloxy-2,5-methanofuro[2,3-d]-1,3-dioxol-2-yl]oxy]methyl]-4-formyl-4,4a,5,6,7,7a,8,8a-octahydro-7-methyl-3-(1-methylethyl)-1,4-methano-s-indacene-3a(1H)-carboxylic acid diphenylmethyl ester), [F-].C(CCC)[N+](CCCC)(CCCC)CCCC.O1CCCC1 (tetrabutylammonium fluoride tetrahydrofuran). Solvent: O1CCCC1 (tetrahydrofuran). The product is C1(=CC=CC=C1)C(C1=CC=CC=C1)OC(=O)C12C(=CC3C2(CC2C(CCC2C1(C3)C=O)C)COC31OC2C(O3)OC(C2OCCCC)C1O)C(C)C (8a-[[[6-(butoxy)tetrahydro-7-hydroxy-2,5-methanofuro[2,3-d]-1,3-dioxol-2-yl]oxy]methyl]-4-formyl-4,4a,5,6,7,7a,8,8a-octahydro-7-methyl-3-(1-methylethyl)-1,4-methano-s-indacene-3a(1H)-carboxylic acid diphenylmethyl ester). The yield is 118.9%. Reaction SMILES: [C:1]1([CH:7]([O:14][C:15]([C:17]23[C:28]4([CH:30]=[O:31])[CH2:29][CH:20]([C:21]2([CH2:33][O:34][C:35]25[CH:48]([O:49][Si](C(C)(C)C)(C)C)[CH:41]6[CH:42]([O:43][CH2:44][CH2:45][CH2:46][CH3:47])[CH:37]([CH:38]([O:40]6)[O:39]2)[O:36]5)[CH2:22][CH:23]2[CH:27]4[CH2:26][CH2:25][CH:24]2[CH3:32])[CH:19]=[C:18]3[CH:57]([CH3:59])[CH3:58])=[O:16])[C:8]2[CH:13]=[CH:12][CH:11]=[CH:10][CH:9]=2)[CH:6]=[CH:5][CH:4]=[CH:3][CH:2]=1.[F-].C([N+](CCCC)(CCCC)CCCC)CCC.O1CCCC1>O1CCCC1>[C:1]1([CH:7]([O:14][C:15]([C:17]23[C:28]4([CH:30]=[O:31])[CH2:29][CH:20]([C:21]2([CH2:33][O:34][C:35]25[CH:48]([OH:49])[CH:41]6[CH:42]([O:43][CH2:44][CH2:45][CH2:46][CH3:47])[CH:37]([CH:38]([O:40]6)[O:39]2)[O:36]5)[CH2:22][CH:23]2[CH:27]4[CH2:26][CH2:25][CH:24]2[CH3:32])[CH:19]=[C:18]3[CH:57]([CH3:58])[CH3:59])=[O:16])[C:8]2[CH:9]=[CH:10][CH:11]=[CH:12][CH:13]=2)[CH:6]=[CH:5][CH:4]=[CH:3][CH:2]=1 |f:1.2.3|. Reported procedure: 20 mg of compound (36) was stirred together with 242 μl of dry tetrahydrofuran and 36 μl of 1M tetrabutylammonium fluoride-tetrahydrofuran solution at room temperature for 1 hour. The reaction solution was concentrated in vacuo to give the crude reaction product. It was charged onto a silica gel column (Kieselgel 60, Merck, 1.5φ×15 cm) and eluted with n-hexane-ethyl acetate (3:1) to give 20.5 mg of compound (37) as a colorless oily substance.